This data is from the Open Reaction Database (ORD), a public repository of structured organic reaction records. The task is: describe an organic reaction: reactants, conditions, products, and yield Reactants: COC(C1=CC(=CC=C1)C=1N=C(C=2N(C1)C(N(N2)C(C)(C)C)=O)Cl)=O (3-(2-tert-butyl-8-chloro-3-oxo-2,3-dihydro-[1,2,4]triazolo[4,3-a]pyrazin-6-yl)-benzoic acid methyl ester), C(C)(C)N (isopropylamine). The solvent is C1CCOC1 (THF), CCOC(=O)C (EtOAc). Reaction conditions: time 72 hour. Yields the product C(C)(C)(C)N1N=C2N(C=C(N=C2NC(C)C)C=2C=C(C(=O)O)C=CC2)C1=O (3-(2-tert-butyl-8-isopropylamino-3-oxo-2,3-dihydro-[1,2,4]triazolo[4,3-a]pyrazin-6-yl)-benzoic acid). Reaction SMILES: C[O:2][C:3](=[O:25])[C:4]1[CH:9]=[CH:8][CH:7]=[C:6]([C:10]2[N:11]=[C:12](Cl)[C:13]3[N:14]([C:16](=[O:23])[N:17]([C:19]([CH3:22])([CH3:21])[CH3:20])[N:18]=3)[CH:15]=2)[CH:5]=1.[CH:26]([NH2:29])([CH3:28])[CH3:27]>C1COCC1.CCOC(C)=O>[C:19]([N:17]1[C:16](=[O:23])[N:14]2[CH:15]=[C:10]([C:6]3[CH:5]=[C:4]([CH:9]=[CH:8][CH:7]=3)[C:3]([OH:2])=[O:25])[N:11]=[C:12]([NH:29][CH:26]([CH3:28])[CH3:27])[C:13]2=[N:18]1)([CH3:21])([CH3:20])[CH3:22]. Procedure: A solution of 580 mg of 3-(2-tert-butyl-8-chloro-3-oxo-2,3-dihydro-[1,2,4]triazolo[4,3-a]pyrazin-6-yl)-benzoic acid methyl ester and 944 mg of isopropylamine in THF (8.0 mL) was stirred at ambient temperature. After 72 h, the reaction was diluted with EtOAc and washed with water followed by sat. sodium chloride solution. The organic layer was dried over sodium sulfate, filtered, and concentrated to an orange semi-solid. This material was dissolved in 1,4-dioxane (6.0 mL) and 2N KOH (1.0 mL) was ... Starting materials: C(C)OC1=C(C=C(C=C1)S(=O)(=O)Cl)C1=NN2C(C(N1)=O)=C(N=C2CCC)C (4-ethoxy-3-(5-methyl-4-oxo-7-propyl-3,4-dihydro-imidazo[5,1-f][1,2,4]triazin-2-yl)-benzenesulphonyl chloride), COCCN (2-methoxyethylamine), COCCNS(=O)(=O)C1=C(C=CC=C1)C1=NN2C(C(N1)=O)=C(N=C2CCC)C (N-(2-methoxyethyl)-3-(5-methyl-4-oxo-7-propyl-3,4-dihydro-imidazo[5,1-f][1,2,4]triazin-2-yl)-4-benzenesulphonamide). Solvent: ClCCl.CO (dichloromethane methanol). The product is COCCNS(=O)(=O)C1=CC(=C(C=C1)OCC)C1=NN2C(C(N1)=O)=C(N=C2CCC)C (N-(2-Methoxyethyl)-3-(5-methyl-4-oxo-7-propyl-3,4-dihydro-imidazo[5,1-f][1,2,4]triazin-2-yl)-4-ethoxy-benzenesulphonamide). Reaction SMILES: [CH2:1]([O:3][C:4]1[CH:9]=[CH:8][C:7]([S:10](Cl)(=[O:12])=[O:11])=[CH:6][C:5]=1[C:14]1[NH:19][C:18](=[O:20])[C:17]2=[C:21]([CH3:27])[N:22]=[C:23]([CH2:24][CH2:25][CH3:26])[N:16]2[N:15]=1)[CH3:2].[CH3:28][O:29][CH2:30][CH2:31][NH2:32].COCCNS(C1C=CC=CC=1C1NC(=O)C2=C(C)N=C(CCC)N2N=1)(=O)=O>ClCCl.CO>[CH3:28][O:29][CH2:30][CH2:31][NH:32][S:10]([C:7]1[CH:8]=[CH:9][C:4]([O:3][CH2:1][CH3:2])=[C:5]([C:14]2[NH:19][C:18](=[O:20])[C:17]3=[C:21]([CH3:27])[N:22]=[C:23]([CH2:24][CH2:25][CH3:26])[N:16]3[N:15]=2)[CH:6]=1)(=[O:12])=[O:11] |f:3.4|. Procedure: By the same method, starting with 1.23 g (3 mmol) of 4-ethoxy-3-(5-methyl-4-oxo-7-propyl-3,4-dihydro-imidazo[5,1-f][1,2,4]triazin-2-yl)-benzenesulphonyl chloride and 680 mg (9 mmol) of 2-methoxyethylamine, 900 mg (67%) of N-(2-methoxyethyl)-3-(5-methyl-4-oxo-7-propyl-3,4-dihydro-imidazo[5,1-f][1,2,4]triazin-2-yl)-4-benzenesulphonamide are obtained. Rf=0.25 (dichloromethane/methanol=95:5) Yields the product CCOC(=O)NN1CCN(CCCCC(=O)c2ccccc2)CC1. As a reaction SMILES: [C:1]([c:2]1[cH:3][cH:4][cH:5][cH:6][cH:7]1)(=[O:8])[CH2:9][CH2:10][CH2:11][CH2:12][Br:13].[C:26](=[O:27])([O-:28])[OH:29].[CH2:14]([CH3:15])[O:16][C:17](=[O:18])[NH:19][N:20]1[CH2:21][CH2:22][NH:23][CH2:24][CH2:25]1.[CH3:31][CH2:32][OH:33].[Na+:30]>>[C:1]([c:2]1[cH:3][cH:4][cH:5][cH:6][cH:7]1)(=[O:8])[CH2:9][CH2:10][CH2:11][CH2:12][N:23]1[CH2:22][CH2:21][N:20]([NH:19][C:17]([O:16][CH2:14][CH3:15])=[O:18])[CH2:25][CH2:24]1. Reactants: O=C(CCCCBr)c1ccccc1, O=C([O-])O, CCOC(=O)NN1CCNCC1, CCO, [Na+]. Yields the product CNS(=O)(=O)c1ccc(C(=CC2CCCCC2)CO)cc1. RXN SMILES: [Br:1][c:2]1[cH:3][cH:4][c:5]([S:8](=[O:9])(=[O:10])[NH:11][CH3:12])[cH:6][cH:7]1.[CH2:34]1[O:35][CH2:36][CH2:37][CH2:38]1.[CH:13]1([CH:19]=[C:20]([CH2:21][OH:22])[B:23]2[O:24][C:25]([CH3:26])([CH3:27])[C:28]([CH3:29])([CH3:30])[O:31]2)[CH2:14][CH2:15][CH2:16][CH2:17][CH2:18]1.[Cs+:33].[F-:32].[c:39]1([PH:40]([Pd-4:41]([PH:42]([c:43]2[cH:44][cH:45][cH:46][cH:47][cH:48]2)([c:49]2[cH:50][cH:51][cH:52][cH:53][cH:54]2)[c:55]2[cH:56][cH:57][cH:58][cH:59][cH:60]2)([PH:61]([c:62]2[cH:63][cH:64][cH:65][cH:66][cH:67]2)([c:68]2[cH:69][cH:70][cH:71][cH:72][cH:73]2)[c:74]2[cH:75][cH:76][cH:77][cH:78][cH:79]2)[PH:80]([c:81]2[cH:82][cH:83][cH:84][cH:85][cH:86]2)([c:87]2[cH:88][cH:89][cH:90][cH:91][cH:92]2)[c:93]2[cH:94][cH:95][cH:96][cH:97][cH:98]2)([c:99]2[cH:100][cH:101][cH:102][cH:103][cH:104]2)[c:105]2[cH:106][cH:107][cH:108][cH:109][cH:110]2)[cH:111][cH:112][cH:113][cH:114][cH:115]1>>[c:2]1([C:20](=[CH:19][CH:13]2[CH2:14][CH2:15][CH2:16][CH2:17][CH2:18]2)[CH2:21][OH:22])[cH:3][cH:4][c:5]([S:8](=[O:9])(=[O:10])[NH:11][CH3:12])[cH:6][cH:7]1. The reactants are CNS(=O)(=O)c1ccc(Br)cc1, C1CCOC1, CC1(C)OB(C(=CC2CCCCC2)CO)OC1(C)C, [Cs+], [F-], c1ccc([PH](c2ccccc2)(c2ccccc2)[Pd-4]([PH](c2ccccc2)(c2ccccc2)c2ccccc2)([PH](c2ccccc2)(c2ccccc2)c2ccccc2)[PH](c2ccccc2)(c2ccccc2)c2ccccc2)cc1. Reactants: BrCc1ccccc1, COc1cc2c(C=O)c(C(C)C)[nH]c2cn1, [K+], [K+], O=C([O-])[O-], CN(C)C=O. Product: COc1cc2c(C=O)c(C(C)C)n(Cc3ccccc3)c2cn1. As a reaction SMILES: [Br:17][CH2:18][c:19]1[cH:20][cH:21][cH:22][cH:23][cH:24]1.[CH:1]([CH3:2])([CH3:3])[c:4]1[c:5]([CH:15]=[O:16])[c:6]2[c:7]([cH:8][n:9][c:10]([O:12][CH3:13])[cH:11]2)[nH:14]1.[K+:25].[K+:26].[O-:27][C:28]([O-:29])=[O:30].[O:31]=[CH:32][N:33]([CH3:34])[CH3:35]>>[CH:1]([CH3:2])([CH3:3])[c:4]1[c:5]([CH:15]=[O:16])[c:6]2[c:7]([cH:8][n:9][c:10]([O:12][CH3:13])[cH:11]2)[n:14]1[CH2:18][c:19]1[cH:20][cH:21][cH:22][cH:23][cH:24]1. Starting materials: O=C(O)CBr, CCO, C[O-], CO, [Na+], Oc1c(Cl)cc(Cl)cc1Cl. Product: O=C(O)COc1c(Cl)cc(Cl)cc1Cl. RXN SMILES: [Br:17][CH2:18][C:19](=[O:20])[OH:21].[CH3:11][CH2:12][OH:13].[CH3:14][O-:15].[CH3:22][OH:23].[Na+:16].[OH:1][c:2]1[c:3]([Cl:4])[cH:5][c:6]([Cl:7])[cH:8][c:9]1[Cl:10]>>[O:1]([c:2]1[c:3]([Cl:4])[cH:5][c:6]([Cl:7])[cH:8][c:9]1[Cl:10])[CH2:18][C:19](=[O:20])[OH:21].